describe an organic reaction: reactants, conditions, products, and yield From a dataset of the Open Reaction Database (ORD), a public repository of structured organic reaction records. Starting materials: COC(C1=CC(=C(C=C1)CC1=CN(C2=CC=C(C=C12)NC(=O)OC1CCCC1)C(NC(C1=CC=CC=C1)C1=CC=CC=C1)=O)OC)=O (4-[1-(benzhydryl-carbamoyl)-5-(cyclopentyloxycarbonyl)amino-1H-indol-3-ylmethyl]-3-methoxy-benzoic acid methylester), O1CCCC1 (tetrahydrofuran), CO (methanol), O.[OH-].[Li+] (lithium hydroxide monohydrate). Solvent: O (water). Run at time 12 hour. Yields the product C(C1=CC=CC=C1)(C1=CC=CC=C1)NC(=O)N1C=C(C2=CC(=CC=C12)NC(=O)OC1CCCC1)CC1=C(C=C(C(=O)O)C=C1)OC (4-[1-(benzhydryl-carbamoyl)-5-(cyclopentyloxycarbonyl)amino-1H-indol-3-ylmethyl]-3-methoxy-benzoic acid). Yield: 90.4%. As a reaction SMILES: C[O:2][C:3](=[O:47])[C:4]1[CH:9]=[CH:8][C:7]([CH2:10][C:11]2[C:19]3[C:14](=[CH:15][CH:16]=[C:17]([NH:20][C:21]([O:23][CH:24]4[CH2:28][CH2:27][CH2:26][CH2:25]4)=[O:22])[CH:18]=3)[N:13]([C:29](=[O:44])[NH:30][CH:31]([C:38]3[CH:43]=[CH:42][CH:41]=[CH:40][CH:39]=3)[C:32]3[CH:37]=[CH:36][CH:35]=[CH:34][CH:33]=3)[CH:12]=2)=[C:6]([O:45][CH3:46])[CH:5]=1.O1CCCC1.CO.O.[OH-].[Li+]>O>[CH:31]([NH:30][C:29]([N:13]1[C:14]2[C:19](=[CH:18][C:17]([NH:20][C:21]([O:23][CH:24]3[CH2:25][CH2:26][CH2:27][CH2:28]3)=[O:22])=[CH:16][CH:15]=2)[C:11]([CH2:10][C:7]2[CH:8]=[CH:9][C:4]([C:3]([OH:47])=[O:2])=[CH:5][C:6]=2[O:45][CH3:46])=[CH:12]1)=[O:44])([C:38]1[CH:39]=[CH:40][CH:41]=[CH:42][CH:43]=1)[C:32]1[CH:37]=[CH:36][CH:35]=[CH:34][CH:33]=1 |f:3.4.5|. Reported procedure: To a solution of 4-[1-(benzhydryl-carbamoyl)-5-(cyclopentyloxycarbonyl)amino-1H-indol-3-ylmethyl]-3-methoxy-benzoic acid methylester (0.58 grams, 0.92 mmol) in 2:2:1 ratio of tetrahydrofuran:methanol:water (30 mL) was added lithium hydroxide monohydrate (0.19 grams, 4.50 mmol). The resulting solution was stirred at room temperature for 12 hours and then concentrated in vacuo. The crude product was treated with 1 M hydrochloric acid (aq), and the resulting precipitate collected via filtration to ... Reactants: CC1=C(C=C(C=C1)N1CCNCC1)[N+](=O)[O-] (1-(4-methyl-3-nitro-phenyl)-piperazine), BrCC (1-bromoethane). Product: C(C)N1CCN(CC1)C1=CC(=C(C=C1)C)[N+](=O)[O-] (1-Ethyl-4-(4-Methyl-3-nitro-phenyl)-piperazine). Reaction SMILES: [CH3:1][C:2]1[CH:7]=[CH:6][C:5]([N:8]2[CH2:13][CH2:12][NH:11][CH2:10][CH2:9]2)=[CH:4][C:3]=1[N+:14]([O-:16])=[O:15].Br[CH2:18][CH3:19]>>[CH2:18]([N:11]1[CH2:10][CH2:9][N:8]([C:5]2[CH:6]=[CH:7][C:2]([CH3:1])=[C:3]([N+:14]([O-:16])=[O:15])[CH:4]=2)[CH2:13][CH2:12]1)[CH3:19]. Procedure: Beginning with 1-(4-methyl-3-nitro-phenyl)-piperazine and 1-bromoethane, the title compound was recovered by the procedure described in Example 2. MS m/z (rel. intensity, 70 eV) 249 (M+, 53), 234 (47), 84 (36), 57 (bp), 56 (46). Starting materials: C(C)C1=CC2=C(N(C(NC2=O)=O)CC2=CC=C(C=C2)C=2C(=CC=CC2)C#N)S1 (4′-[(6-ethyl-2,4-dioxo-3,4-dihydrothieno[2,3-d]pyrimidin-1(2H)-yl)methyl]biphenyl-2-carbonitrile), BrCC(=O)C1=NC2=C(N1C)C=CC=C2 (2-bromo-1-(1-methyl-1H-benzoimidazol-2-yl)ethanone), CN(C=O)C (N,N-dimethylformamide), [H-].[Na+] (sodium hydride). The solvent is O (water), C(C)(=O)OCC (ethyl acetate). Run at temperature 50 celsius, time 24 hour. The product is C(C)C1=CC2=C(N(C(N(C2=O)CC(=O)C2=NC3=C(N2C)C=CC=C3)=O)CC3=CC=C(C=C3)C=3C(=CC=CC3)C#N)S1 (4′-{[6-ethyl-3-[2-(1-methyl-1H-benzoimidazol-2-yl)-2-oxoethyl]-2,4-dioxo-3,4-dihydrothieno[2,3-d]pyrimidin-1(2H)-yl]methyl}biphenyl-2-carbonitrile). Isolated yield 19.4%. RXN SMILES: [CH2:1]([C:3]1[S:28][C:6]2[N:7]([CH2:13][C:14]3[CH:19]=[CH:18][C:17]([C:20]4[C:21]([C:26]#[N:27])=[CH:22][CH:23]=[CH:24][CH:25]=4)=[CH:16][CH:15]=3)[C:8](=[O:12])[NH:9][C:10](=[O:11])[C:5]=2[CH:4]=1)[CH3:2].Br[CH2:30][C:31]([C:33]1[N:37]([CH3:38])[C:36]2[CH:39]=[CH:40][CH:41]=[CH:42][C:35]=2[N:34]=1)=[O:32].CN(C)C=O.[H-].[Na+]>O.C(OCC)(=O)C>[CH2:1]([C:3]1[S:28][C:6]2[N:7]([CH2:13][C:14]3[CH:19]=[CH:18][C:17]([C:20]4[C:21]([C:26]#[N:27])=[CH:22][CH:23]=[CH:24][CH:25]=4)=[CH:16][CH:15]=3)[C:8](=[O:12])[N:9]([CH2:30][C:31]([C:33]3[N:37]([CH3:38])[C:36]4[CH:39]=[CH:40][CH:41]=[CH:42][C:35]=4[N:34]=3)=[O:32])[C:10](=[O:11])[C:5]=2[CH:4]=1)[CH3:2] |f:3.4|. Procedure: To a mixture of 4′-[(6-ethyl-2,4-dioxo-3,4-dihydrothieno[2,3-d]pyrimidin-1(2H)-yl)methyl]biphenyl-2-carbonitrile (1.0 g), 2-bromo-1-(1-methyl-1H-benzoimidazol-2-yl)ethanone (1.0 g) and N,N-dimethylformamide (10 mL) was added 60% sodium hydride (0.16 g), and the mixture was stirred at 50° C. for 24 hr. After allowing to cool to room temperature, ethyl acetate and water were added to the reaction mixture, and the mixture was extracted with ethyl acetate. The organic layer was successively washed w... Conditions: temperature 0 celsius, time 45 minute. Run in O1CCCC1 (tetrahydrofuran), O1CCCC1 (tetrahydrofuran), ClCCl (dichloromethane). As a reaction SMILES: Cl[C:2]1[N:3]=[N:4][C:5]([Cl:9])=[C:6]([Cl:8])[N:7]=1.C(=O)([O-])[O-].[K+].[K+].[CH3:16][C:17]1[C:22]([SH:23])=[CH:21][CH:20]=[CH:19][CH:18]=1>O1CCCC1.ClCCl>[Cl:9][C:5]1[N:4]=[N:3][C:2]([S:23][C:22]2[CH:21]=[CH:20][CH:19]=[CH:18][C:17]=2[CH3:16])=[N:7][C:6]=1[Cl:8] |f:1.2.3|. The reactants are CC1=CC=CC=C1S (o-thiocresol), C([O-])([O-])=O.[K+].[K+] (potassium carbonate), ClC=1N=NC(=C(N1)Cl)Cl (3,5,6-Trichloro-1,2,4-triazine). Yields the product ClC1=C(N=C(N=N1)SC1=C(C=CC=C1)C)Cl (dichloro-(2-methylphenylthio)-1,2,4-triazine). Procedure: 3,5,6-Trichloro-1,2,4-triazine (0.50 g) was dissolved in dry tetrahydrofuran (8 ml) and dry potassium carbonate (0.37 g) and 4Å molecular sieves (180 mg, activated overnight at 180° C.) were added. The stirred mixture was cooled to 0° C. and a solution of o-thiocresol (0.36 g) in dry tetrahydrofuran (4 ml) was added dropwise. After 45 minutes at 0-5° C. and standing overnight at 10° C., the mixture was diluted with dichloromethane (20 ml) and filtered through Hyflo Supercel filter aid covered wi... The yield is 116.5%. The reactants are CCCC[Sn](CCCC)(CCCC)c1cncnc1, NC1=NC2(CO1)c1cc(C3=CCOCC3)ccc1Oc1cc(F)c(OS(=O)(=O)C(F)(F)F)cc12, CN(C)C=O. The product is NC1=NC2(CO1)c1cc(C3=CCOCC3)ccc1Oc1cc(F)c(-c3cncnc3)cc12. Reaction SMILES: [CH2:1]([Sn:2]([CH2:3][CH2:4][CH2:5][CH3:12])([c:6]1[cH:7][n:8][cH:9][n:10][cH:11]1)[CH2:13][CH2:14][CH2:15][CH3:16])[CH2:17][CH2:18][CH3:19].[F:20][C:21]([F:22])([F:23])[S:24]([O:25][c:26]1[c:27]([F:51])[cH:28][c:29]2[c:43]([cH:44]1)[C:37]1([c:36]3[c:31]([cH:32][cH:33][c:34]([C:45]4=[CH:50][CH2:49][O:48][CH2:47][CH2:46]4)[cH:35]3)[O:30]2)[N:38]=[C:39]([NH2:42])[O:40][CH2:41]1)(=[O:52])=[O:53].[O:54]=[CH:55][N:56]([CH3:57])[CH3:58]>>[c:6]1(-[c:26]2[c:27]([F:51])[cH:28][c:29]3[c:43]([cH:44]2)[C:37]2([c:36]4[c:31]([cH:32][cH:33][c:34]([C:45]5=[CH:50][CH2:49][O:48][CH2:47][CH2:46]5)[cH:35]4)[O:30]3)[N:38]=[C:39]([NH2:42])[O:40][CH2:41]2)[cH:7][n:8][cH:9][n:10][cH:11]1.